From a dataset of the Open Reaction Database (ORD), a public repository of structured organic reaction records. describe an organic reaction: reactants, conditions, products, and yield Starting materials: FC1=CC=C(C=C1)C(CC(=O)OCC)=O (ethyl 3-(4-fluorophenyl)-3-oxopropionate), [H-].[Na+] (sodium hydride), FC=1C=C(CBr)C=CC1C(F)(F)F (3-fluoro-4-(trifluoromethyl)benzyl bromide), O (water). Solvent: COCCOC (1,2-dimethoxyethane), COCCOC (1,2-dimethoxyethane). Reaction conditions: time 30 minute. The product is FC1=CC=C(C=C1)C(C(C(=O)OCC)CC1=CC(=C(C=C1)C(F)(F)F)F)=O (ethyl 3-(4-fluorophenyl)-2-((3-fluoro-4-(trifluoromethyl)phenyl)methyl)-3-oxopropionate). Yield: 66.1%. RXN SMILES: [F:1][C:2]1[CH:7]=[CH:6][C:5]([C:8](=[O:15])[CH2:9][C:10]([O:12][CH2:13][CH3:14])=[O:11])=[CH:4][CH:3]=1.[H-].[Na+].[F:18][C:19]1[CH:20]=[C:21]([CH:24]=[CH:25][C:26]=1[C:27]([F:30])([F:29])[F:28])[CH2:22]Br.O>COCCOC>[F:1][C:2]1[CH:3]=[CH:4][C:5]([C:8](=[O:15])[CH:9]([CH2:22][C:21]2[CH:24]=[CH:25][C:26]([C:27]([F:28])([F:29])[F:30])=[C:19]([F:18])[CH:20]=2)[C:10]([O:12][CH2:13][CH3:14])=[O:11])=[CH:6][CH:7]=1 |f:1.2|. Procedure: To a solution of ethyl 3-(4-fluorophenyl)-3-oxopropionate (8.9 g, 42.3 mmol) in 1,2-dimethoxyethane (50 ml) was added sodium hydride (60% in oil, 1.69 g, 42.3 mmol) under ice-cooling and the mixture was stirred at room temperature for 30 min. To the reaction solution was dropwise added a solution of 3-fluoro-4-(trifluoromethyl)benzyl bromide (9.0 g, 42.3 mmol) in 1,2-dimethoxyethane (50 ml) and the reaction solution was stirred at room temperature for 3 hrs. The reaction solution was poured into... Starting materials: Cc1ccc(-c2ccc3c(c2)C=C(C(=O)NC2CCN(C(=O)OC(C)(C)C)CC2)CCO3)cc1, CCOC(C)=O, CCOC(C)=O, Cl, [Na+], [OH-]. Product: Cc1ccc(-c2ccc3c(c2)C=C(C(=O)NC2CCNCC2)CCO3)cc1. As a reaction SMILES: [C:1]([O:2][C:3](=[O:4])[N:8]1[CH2:9][CH2:10][CH:11]([NH:14][C:15](=[O:16])[C:17]2=[CH:23][c:22]3[c:21]([cH:27][cH:26][c:25](-[c:28]4[cH:29][cH:30][c:31]([CH3:34])[cH:32][cH:33]4)[cH:24]3)[O:20][CH2:19][CH2:18]2)[CH2:12][CH2:13]1)([CH3:5])([CH3:6])[CH3:7].[C:35]([O:36][CH2:37][CH3:38])(=[O:39])[CH3:40].[CH3:44][CH2:45][O:46][C:47](=[O:48])[CH3:49].[ClH:41].[Na+:43].[OH-:42]>>[NH:8]1[CH2:9][CH2:10][CH:11]([NH:14][C:15](=[O:16])[C:17]2=[CH:23][c:22]3[c:21]([cH:27][cH:26][c:25](-[c:28]4[cH:29][cH:30][c:31]([CH3:34])[cH:32][cH:33]4)[cH:24]3)[O:20][CH2:19][CH2:18]2)[CH2:12][CH2:13]1. The reactants are ClC=1C(OC(C1C1=CC=CC=C1)=O)=O (3-chloro-4-phenylfuran-2,5-dione), C1(=CC=CC=C1)NN (phenyl hydrazine). Run in C(Cl)(Cl)Cl (chloroform). Run at time 8 hour. Product: N(C1=CC=CC=C1)N1C(C(=C(C1=O)C1=CC=CC=C1)Cl)=O (1-Anilino-3-chloro-4-phenylpyrrol-2,5-dione). RXN SMILES: [Cl:1][C:2]1[C:3](=[O:14])O[C:5](=[O:13])[C:6]=1[C:7]1[CH:12]=[CH:11][CH:10]=[CH:9][CH:8]=1.[C:15]1([NH:21][NH2:22])[CH:20]=[CH:19][CH:18]=[CH:17][CH:16]=1>C(Cl)(Cl)Cl>[NH:21]([N:22]1[C:5](=[O:13])[C:6]([C:7]2[CH:8]=[CH:9][CH:10]=[CH:11][CH:12]=2)=[C:2]([Cl:1])[C:3]1=[O:14])[C:15]1[CH:20]=[CH:19][CH:18]=[CH:17][CH:16]=1. Reported procedure: 4.14 g (20 mmol) of 3-chloro-4-phenylfuran-2,5-dione were initially charged in 50 ml of chloroform and, at room temperature, admixed dropwise with stirring with 2.16 g (20 mmol) of phenyl hydrazine, and the mixture was stirred at room temperature overnight. The mixture was filtered, washed three times with sodium bicarbonate solution and once with water, dried over sodium sulfate and concentrated under reduced pressure. Yield: 5.4 g of a crystalline solid, m.p. 144-146° C.